The task is: describe an organic reaction: reactants, conditions, products, and yield. This data is from the Open Reaction Database (ORD), a public repository of structured organic reaction records. The reactants are CC(C)(C)OC(=O)N1CCCC1C#Cc1cccnc1, CCOC(C)=O, Cl. The product is C(#CC1CCCN1)c1cccnc1. Reaction SMILES: [C:1]([O:2][C:3](=[O:4])[N:8]1[CH:9]([C:13]#[C:14][c:15]2[cH:16][n:17][cH:18][cH:19][cH:20]2)[CH2:10][CH2:11][CH2:12]1)([CH3:5])([CH3:6])[CH3:7].[CH3:22][CH2:23][O:24][C:25](=[O:26])[CH3:27].[ClH:21]>>[NH:8]1[CH:9]([C:13]#[C:14][c:15]2[cH:16][n:17][cH:18][cH:19][cH:20]2)[CH2:10][CH2:11][CH2:12]1.